Dataset: the Open Reaction Database (ORD), a public repository of structured organic reaction records. Task: describe an organic reaction: reactants, conditions, products, and yield Reactants: C(=O)OCCCN1C(N(C2=C(C1=O)C(=C(C=N2)OC2=CC(=CC=C2)C(F)(F)F)CCC(C)C)C)=O (3-(5-isopentyl-1-methyl-2,4-dioxo-6-(3-(trifluoromethyl)phenoxy)-1,2-dihydropyrido[2,3-d]pyrimidin-3(4H)-yl)propyl formate), O[Li].O (LiOH.H2O). The solvent is C1CCOC1 (THF), O (water), CC(OCC)=O (EA), O (water). Reaction conditions: time 15 minute. Yields the product OCCCN1C(N(C2=C(C1=O)C(=C(C=N2)OC2=CC(=CC=C2)C(F)(F)F)CCC(C)C)C)=O (3-(3-hydroxypropyl)-5-isopentyl-1-methyl-6-(3-(trifluoromethyl)phenoxy)pyrido[2,3-d]pyrimidine-2,4(1H,3H)-dione). The yield is 46.5%. Reaction SMILES: C([O:3][CH2:4][CH2:5][CH2:6][N:7]1[C:12](=[O:13])[C:11]2[C:14]([CH2:29][CH2:30][CH:31]([CH3:33])[CH3:32])=[C:15]([O:18][C:19]3[CH:24]=[CH:23][CH:22]=[C:21]([C:25]([F:28])([F:27])[F:26])[CH:20]=3)[CH:16]=[N:17][C:10]=2[N:9]([CH3:34])[C:8]1=[O:35])=O.O[Li].O>C1COCC1.O.CC(=O)OCC>[OH:3][CH2:4][CH2:5][CH2:6][N:7]1[C:12](=[O:13])[C:11]2[C:14]([CH2:29][CH2:30][CH:31]([CH3:33])[CH3:32])=[C:15]([O:18][C:19]3[CH:24]=[CH:23][CH:22]=[C:21]([C:25]([F:28])([F:27])[F:26])[CH:20]=3)[CH:16]=[N:17][C:10]=2[N:9]([CH3:34])[C:8]1=[O:35] |f:1.2|. Reported procedure: To a solution of 3-(5-isopentyl-1-methyl-2,4-dioxo-6-(3-(trifluoromethyl)phenoxy)-1,2-dihydropyrido[2,3-d]pyrimidin-3(4H)-yl)propyl formate (30 mg, 0.060 mmol) in THF (4 mL) and water (4 mL)) was added LiOH.H2O (5.10 mg, 0.12 mmol). The reaction was stirred at RT for 15 min then diluted with EA (5 mL) and water (5 mL). The organic layer was dried over Na2SO4 and concentrated to a residue which was purified by Prep HPLC to give 3-(3-hydroxypropyl)-5-isopentyl-1-methyl-6-(3-(trifluoromethyl)phenox... The reactants are COC(=O)C(O)COCCO[Si](c1ccccc1)(c1ccccc1)C(C)(C)C, COC(=O)C1CO1, C1CCOC1, Clc1cccc(-n2ncc3c(Cl)ncnc32)c1Cl, [H-], [Na+], O=C(O)CC(O)(CC(=O)O)C(=O)O. Product: COC(=O)C(COCCO[Si](c1ccccc1)(c1ccccc1)C(C)(C)C)Oc1ncnc2c1cnn2-c1cccc(Cl)c1Cl. Reaction SMILES: [C:3]([CH3:4])([CH3:5])([CH3:6])[Si:7]([O:8][CH2:9][CH2:10][O:11][CH2:12][CH:13]([C:14](=[O:15])[O:16][CH3:17])[OH:18])([c:19]1[cH:20][cH:21][cH:22][cH:23][cH:24]1)[c:25]1[cH:26][cH:27][cH:28][cH:29][cH:30]1.[C:62]([O:63][CH3:64])(=[O:65])[CH:66]1[O:67][CH2:68]1.[CH2:69]1[O:70][CH2:71][CH2:72][CH2:73]1.[Cl:31][c:32]1[c:33]2[c:34]([n:35][cH:36][n:37]1)[n:38](-[c:41]1[c:42]([Cl:48])[c:43]([Cl:47])[cH:44][cH:45][cH:46]1)[n:39][cH:40]2.[H-:1].[Na+:2].[OH:49][C:50]([CH2:51][C:52]([C:53](=[O:54])[OH:55])([CH2:56][C:57](=[O:58])[OH:59])[OH:60])=[O:61]>>[C:3]([CH3:4])([CH3:5])([CH3:6])[Si:7]([O:8][CH2:9][CH2:10][O:11][CH2:12][CH:13]([C:14](=[O:15])[O:16][CH3:17])[O:18][c:32]1[c:33]2[c:34]([n:35][cH:36][n:37]1)[n:38](-[c:41]1[c:42]([Cl:48])[c:43]([Cl:47])[cH:44][cH:45][cH:46]1)[n:39][cH:40]2)([c:19]1[cH:20][cH:21][cH:22][cH:23][cH:24]1)[c:25]1[cH:26][cH:27][cH:28][cH:29][cH:30]1.